From a dataset of the Open Reaction Database (ORD), a public repository of structured organic reaction records. describe an organic reaction: reactants, conditions, products, and yield Starting materials: IC1=CC=C(C=C1)C (4-iodotoluene), C1(=CC=CC=C1)[Si](OC)(OC)OC (phenyl trimethoxysilane), CCCC[N+](CCCC)(CCCC)CCCC.[F-] (TBAF). Reagents/catalysts: C=1C=CC(=CC1)/C=C/C(=O)/C=C/C2=CC=CC=C2.C=1C=CC(=CC1)/C=C/C(=O)/C=C/C2=CC=CC=C2.[Pd] (Pd(dba)2). Solvent: CN(C)C=O (DMF). Run at temperature 95 celsius. Product: CC1=CC=C(C=C1)C1=CC=C(C=C1)C (4,4′-dimethylbiphenyl). Isolated yield 19.6%. RXN SMILES: I[C:2]1[CH:7]=[CH:6][C:5]([CH3:8])=[CH:4][CH:3]=1.[C:9]1([Si](OC)(OC)OC)[CH:14]=[CH:13][CH:12]=[CH:11][CH:10]=1.[CH3:22]CCC[N+](CCCC)(CCCC)CCCC.[F-]>CN(C=O)C.C1C=CC(/C=C/C(/C=C/C2C=CC=CC=2)=O)=CC=1.C1C=CC(/C=C/C(/C=C/C2C=CC=CC=2)=O)=CC=1.[Pd]>[CH3:22][C:9]1[CH:14]=[CH:13][C:12]([C:2]2[CH:7]=[CH:6][C:5]([CH3:8])=[CH:4][CH:3]=2)=[CH:11][CH:10]=1 |f:2.3,5.6.7|. Reported procedure: To a solution of 0.014 g (0.477 mmol) of 4-iodotoluene and 0.159 g (1.058 mmol) of phenyl trimethoxysilane in 10 mL of DMF was added 25 mg (0.043 mmol) of Pd(dba)2. Then 1.10 mL (1.10 mmol) of TBAF was added to the reaction mixture via syringe. The reaction mixture was degassed to remove oxygen via one freeze-pump-thaw cycle. The brown reaction was heated at 95° C. for 2 h. The resulting brown mixture was quenched by the addition of 50 mL of water; the aqueous layer was then extracted with 4×50 ... Reactants: C(C1=CC=CC=C1)SC1=CC=C(C=O)C=C1 (4-(Benzylthio)benzaldehyde), S1C(NC(C1)=O)=O (thiazolidine-2,4-dione). Product: C(C1=CC=CC=C1)SC1=CC=C(C=C1)C=C1C(NC(S1)=O)=O (5-[4-(Benzylthio)phenylmethylene]-thiazolidine-2,4-dione). As a reaction SMILES: [CH2:1]([S:8][C:9]1[CH:16]=[CH:15][C:12]([CH:13]=O)=[CH:11][CH:10]=1)[C:2]1[CH:7]=[CH:6][CH:5]=[CH:4][CH:3]=1.[S:17]1[CH2:21][C:20](=[O:22])[NH:19][C:18]1=[O:23]>>[CH2:1]([S:8][C:9]1[CH:16]=[CH:15][C:12]([CH:13]=[C:21]2[S:17][C:18](=[O:23])[NH:19][C:20]2=[O:22])=[CH:11][CH:10]=1)[C:2]1[CH:7]=[CH:6][CH:5]=[CH:4][CH:3]=1. Procedure: 4-(Benzylthio)benzaldehyde (20.8 g) was fused with thiazolidine-2,4-dione according to the method of Example 5 to afford 15 g of present title product; m.p. 237°-238° C. Reactants: ClC=1C=C(C2=C(NC(CO2)=O)C1)C(=O)O (6-chloro-3,4-dihydro-3-oxo-2H-1,4-benzoxazine-8-carboxylic acid), CN(C=O)C (dimethylformamide), C(OCC)(=O)Cl (ethyl chlorocarbonate), resultant mixture, NC1CN(CCC1)CC1=CC=CC=C1 (3-amino-1benzylpiperidine), C(O)([O-])=O.[Na+] (sodium hydrogen carbonate). Solvent: O1CCCC1 (tetrahydrofuran), C(C)N(CC)CC (triethylamine), C(C)(=O)OCC (ethyl acetate). Yields the product C(C1=CC=CC=C1)N1CCC(CC1)NC(=O)C1=CC(=CC=2NC(COC21)=O)Cl (N-(1-benzyl-4-piperidyl) -6-chloro-3,4-dihydro-3-oxo-2H-1,4-benzoxazine-8-carboxamide). As a reaction SMILES: [Cl:1][C:2]1[CH:3]=[C:4]([C:13]([OH:15])=O)[C:5]2[O:10][CH2:9][C:8](=[O:11])[NH:7][C:6]=2[CH:12]=1.C(Cl)(=O)OCC.N[CH:23]1[CH2:28][CH2:27][CH2:26][N:25]([CH2:29][C:30]2[CH:35]=[CH:34][CH:33]=[CH:32][CH:31]=2)[CH2:24]1.C(=O)([O-])O.[Na+].C[N:42](C)C=O>O1CCCC1.C(OCC)(=O)C.C(N(CC)CC)C>[CH2:29]([N:25]1[CH2:26][CH2:27][CH:28]([NH:42][C:13]([C:4]2[C:5]3[O:10][CH2:9][C:8](=[O:11])[NH:7][C:6]=3[CH:12]=[C:2]([Cl:1])[CH:3]=2)=[O:15])[CH2:23][CH2:24]1)[C:30]1[CH:35]=[CH:34][CH:33]=[CH:32][CH:31]=1 |f:3.4|. Reported procedure: A solution of 4.5 g of 6-chloro-3,4-dihydro-3-oxo-2H-1,4-benzoxazine-8-carboxylic acid in 100 ml of tetrahydrofuran and 10 ml of dimethylformamide is cooled to below 0° C. and 2.5 ml of triethylamine is added under stirring thereto. Further, 2.4 g of ethyl chlorocarbonate is added and the mixture is stirred while keeping below 50° C. for an hour. To the resultant mixture is added 3.6 g of 3-amino-1benzylpiperidine and the mixture stirred for 4 hours. After completion of the reaction, aqueous sod... Reactants: [Al+3], N#CCC1CCN(Cc2ccccc2)C1, CCOCC, [H-], [H-], [H-], [H-], [Li+], O. Product: NCCC1CCN(Cc2ccccc2)C1. RXN SMILES: [Al+3:17].[CH2:1]([c:2]1[cH:3][cH:4][cH:5][cH:6][cH:7]1)[N:8]1[CH2:9][CH:10]([CH2:13][C:14]#[N:15])[CH2:11][CH2:12]1.[CH3:23][CH2:24][O:25][CH2:26][CH3:27].[H-:16].[H-:19].[H-:20].[H-:21].[Li+:18].[OH2:22]>>[CH2:1]([c:2]1[cH:3][cH:4][cH:5][cH:6][cH:7]1)[N:8]1[CH2:9][CH:10]([CH2:13][CH2:14][NH2:15])[CH2:11][CH2:12]1. Starting materials: C(C)(C)N1N=C(N=C1C1=CN2CCOC3=C(C2=N1)C=CC(=C3)OC(COS(=O)(=O)C)(COS(=O)(=O)C)C)C (methanesulfonic acid 2-[2-(2-isopropyl-5-methyl-2H-[1,2,4]triazol-3-yl)-4,5-dihydro-6-oxa-1,3a-diazabenzo[e]azulen-8-yloxy]-3-methanesulfonyloxy-2-methylpropyl ester). Solvent: C(C1=CC=CC=C1)N (benzylamine). Run at time 1 hour. Yields the product C(C1=CC=CC=C1)N1CC(C1)(OC1=CC2=C(C3=NC(=CN3CCO2)C=2N(N=C(N2)C)C(C)C)C=C1)C (8-(1-Benzyl-3-methylazetidin-3-yloxy)-2-(2-isopropyl-5-methyl-2H-[1,2,4]triazol-3-yl)-4,5-dihydro-6-oxa-1,3a-diazabenzo[e]azulene). As a reaction SMILES: [CH:1]([N:4]1[C:8]([C:9]2[N:18]=[C:17]3[N:11]([CH2:12][CH2:13][O:14][C:15]4[CH:22]=[C:21]([O:23][C:24]([CH3:37])([CH2:31]OS(C)(=O)=O)[CH2:25]OS(C)(=O)=O)[CH:20]=[CH:19][C:16]=43)[CH:10]=2)=[N:7][C:6]([CH3:38])=[N:5]1)([CH3:3])[CH3:2]>C(N)C1C=CC=CC=1>[CH2:17]([N:11]1[CH2:25][C:24]([CH3:37])([O:23][C:21]2[CH:20]=[CH:19][C:16]3[C:17]4[N:11]([CH2:12][CH2:13][O:14][C:15]=3[CH:22]=2)[CH:10]=[C:9]([C:8]2[N:4]([CH:1]([CH3:2])[CH3:3])[N:5]=[C:6]([CH3:38])[N:7]=2)[N:18]=4)[CH2:31]1)[C:16]1[CH:19]=[CH:20][CH:21]=[CH:22][CH:15]=1. Reported procedure: A solution of methanesulfonic acid 2-[2-(2-isopropyl-5-methyl-2H-[1,2,4]triazol-3-yl)-4,5-dihydro-6-oxa-1,3a-diazabenzo[e]azulen-8-yloxy]-3-methanesulfonyloxy-2-methylpropyl ester (0.096 mmol) in benzylamine (0.5 mL) was heated at 150° C. for 1 h and then 180° C. for a further 1 h using microwave irradiation. After cooling to RT, the crude reaction mixture was purified by column chromatography (C18, gradient 15-55% MeOH in 0.5% TFA/H2O) and then loaded onto an Isolute® SCX-2 cartridge. The cartr... Reactants: N1=C(C=CC=C1C)C (2,6-lutidine), [Si](C)(C)(C(C)(C)C)OCC1CN(CCO1)C(=O)OC(C)(C)C ((+/−)-tert-butyl 2-(((tert-butyldimethylsilyl)oxy)methyl)morpholine-4-carboxylate), FC(S(=O)(=O)O[Si](C)(C)C)(F)F (Trimethylsilyl trifluoromethanesulfonate). Solvent: ClCCl (dichloromethane). Run at temperature 0 celsius. Yields the product [Si](C)(C)(C(C)(C)C)OCC1CNCCO1 ((+/−)-2-(((tert-Butyldimethylsilyl)oxy)methyl)morpholine). Yield: 79.7%. As a reaction SMILES: [Si:1]([O:8][CH2:9][CH:10]1[O:15][CH2:14][CH2:13][N:12](C(OC(C)(C)C)=O)[CH2:11]1)([C:4]([CH3:7])([CH3:6])[CH3:5])([CH3:3])[CH3:2].N1C(C)=CC=CC=1C.FC(F)(F)S(O[Si](C)(C)C)(=O)=O>ClCCl>[Si:1]([O:8][CH2:9][CH:10]1[O:15][CH2:14][CH2:13][NH:12][CH2:11]1)([C:4]([CH3:7])([CH3:5])[CH3:6])([CH3:2])[CH3:3]. Procedure details: To a round bottom flask charged with (+/−)-tert-butyl 2-(((tert-butyldimethylsilyl)oxy)methyl)morpholine-4-carboxylate (3.04 g, 9.17 mmol) in dichloromethane (45.8 ml) and cooled to 0° C. was added 2,6-lutidine (2.136 ml, 18.34 mmol). Trimethylsilyl trifluoromethanesulfonate (3.31 ml, 18.34 mmol) was added drop wise over 5 min. The reaction was slowly warmed to room temperature over 4 h. The reaction mixture was quenched by the addition of saturated aqueous sodium bicarbonate and dichloromethane... Starting materials: ClC1=NC2=CC=C(C=C2N=C1Cl)[N+](=O)[O-] (2,3-dichloro-6-nitroquinoxaline), ClC1=NC2=CC=C(C=C2N=C1Cl)C(F)(F)F (2,3-dichloro-6-trifluoromethylquinoxaline), [K]SC(S[K])=C(C#N)C#N (di(potassiomercapto)methylenemalononitrile). The product is FC(C=1C=C2N=C3C(=NC2=CC1)SC(S3)=C(C#N)C#N)(F)F (6-Trifluoromethyl-1,3-dithiolo-(4,5-b)-quinoxaline-2-ylidene-propanedinitrile). Yield: 88.0%. Reaction SMILES: ClC1C(Cl)=NC2C(=CC=C([N+]([O-])=O)C=2)N=1.Cl[C:17]1[C:26](Cl)=[N:25][C:24]2[C:19](=[CH:20][CH:21]=[C:22]([C:28]([F:31])([F:30])[F:29])[CH:23]=2)[N:18]=1.[K][S:33][C:34](=[C:37]([C:40]#[N:41])[C:38]#[N:39])[S:35][K]>>[F:29][C:28]([F:31])([F:30])[C:22]1[CH:23]=[C:24]2[C:19](=[CH:20][CH:21]=1)[N:18]=[C:17]1[S:33][C:34](=[C:37]([C:40]#[N:41])[C:38]#[N:39])[S:35][C:26]1=[N:25]2. Procedure details: The process of Example 13 is followed except that the 2,3-dichloro-6-nitroquinoxaline is replaced by 0.50 g of 2,3-dichloro-6-trifluoromethylquinoxaline and 0.49 g of the di(potassiomercapto)methylenemalononitrile is used. The recovered material is a dark yellow powder weighing 0.56 g with a calculated overall yield of 88 percent and has a melting point of 197° to 199° C. Starting materials: NC1=NC(C=2C(=N1)N=CC2CNCC2=CC=CC=C2)=O (2-amino-5-benzylaminomethylpyrrolo[2,3-d]pyrimidin-4-one), compound, C([O-])([O-])=O.[K+].[K+] (potassium carbonate), C(C1=CC=CC=C1)Cl (benzyl chloride). Reagents/catalysts: [I-].[Na+] (sodium iodide). Solvent: CO (methanol). Reaction conditions: temperature 60 celsius, time 4 hour. Yields the product NC1=NC(C=2C(=N1)N=CC2CN(CC2=CC=CC=C2)CC2=CC=CC=C2)=O (2-amino-5-dibenzylaminomethylpyrrolo[2,3-d]pyrimidin-4-one). Yield: 24.9%. RXN SMILES: [NH2:1][C:2]1[N:7]=[C:6]2[N:8]=[CH:9][C:10]([CH2:11][NH:12][CH2:13][C:14]3[CH:19]=[CH:18][CH:17]=[CH:16][CH:15]=3)=[C:5]2[C:4](=[O:20])[N:3]=1.C(=O)([O-])[O-].[K+].[K+].[CH2:27](Cl)[C:28]1[CH:33]=[CH:32][CH:31]=[CH:30][CH:29]=1>CO.[I-].[Na+]>[NH2:1][C:2]1[N:7]=[C:6]2[N:8]=[CH:9][C:10]([CH2:11][N:12]([CH2:27][C:28]3[CH:33]=[CH:32][CH:31]=[CH:30][CH:29]=3)[CH2:13][C:14]3[CH:19]=[CH:18][CH:17]=[CH:16][CH:15]=3)=[C:5]2[C:4](=[O:20])[N:3]=1 |f:1.2.3,6.7|. Procedure details: In 30 ml of methanol was dissolved 172 mg of 2-amino-5-benzylaminomethylpyrrolo[2,3-d]pyrimidin-4-one (the compound of Example 4), followed by addition of 90 mg of anhydrous potassium carbonate, 2 mg of sodium iodide and 81 mg of benzyl chloride. The mixture was stirred on a water bath at 60° C. for 4 hrs. The solvent was then distilled off and the residue was purified by silica gel column chromatography to give 57 mg of the desired compound. Reactants: CC(=O)[O-], COc1cc(C#N)ccn1, CCO, Cl, NNC(N)=O, [Na+], O. Product: COc1cc(C=O)ccn1. Reaction SMILES: [CH3:18][C:19](=[O:20])[O-:21].[CH3:1][O:2][c:3]1[n:4][cH:5][cH:6][c:7]([C:9]#[N:10])[cH:8]1.[CH3:22][CH2:23][OH:24].[ClH:11].[NH2:12][NH:13][C:14](=[O:15])[NH2:16].[Na+:17].[OH2:25]>>[CH3:1][O:2][c:3]1[n:4][cH:5][cH:6][c:7]([CH:9]=[O:15])[cH:8]1. Reactants: CCN(C(C)C)C(C)C, COc1ccc(N2CCOCC2)c2sc(N)nc12, O=C(Cl)c1ccnc(CCl)c1, C1CCOC1. Yields the product COc1ccc(N2CCOCC2)c2sc(NC(=O)c3ccnc(CCl)c3)nc12. As a reaction SMILES: [CH2:19]([N:20]([CH:21]([CH3:22])[CH3:23])[CH:24]([CH3:25])[CH3:26])[CH3:27].[CH3:1][O:2][c:3]1[cH:4][cH:5][c:6]([N:13]2[CH2:14][CH2:15][O:16][CH2:17][CH2:18]2)[c:7]2[c:8]1[n:9][c:10]([NH2:12])[s:11]2.[Cl:28][CH2:29][c:30]1[cH:31][c:32]([C:33](=[O:34])[Cl:35])[cH:36][cH:37][n:38]1.[O:39]1[CH2:40][CH2:41][CH2:42][CH2:43]1>>[CH3:1][O:2][c:3]1[cH:4][cH:5][c:6]([N:13]2[CH2:14][CH2:15][O:16][CH2:17][CH2:18]2)[c:7]2[c:8]1[n:9][c:10]([NH:12][C:33]([c:32]1[cH:31][c:30]([CH2:29][Cl:28])[n:38][cH:37][cH:36]1)=[O:34])[s:11]2.